From a dataset of the Open Reaction Database (ORD), a public repository of structured organic reaction records. describe an organic reaction: reactants, conditions, products, and yield Starting materials: FC1([C@@](N=C(COC1(C)C)N)(C)C1=C(C=CC(=C1)I)F)F ((R)-6,6-Difluoro-5-(2-fluoro-5-iodo-phenyl)-5,7,7-trimethyl-2,5,6,7-tetrahydro-[1,4]oxazepin-3-ylamine), C(#C)[Si](C)(C)C (ethynyltrimethylsilane). The reagents and catalysts are [Pd] (palladium). Product: FC1([C@@](N=C(COC1(C)C)N)(C)C1=C(C=CC(=C1)C#C[Si](C)(C)C)F)F ((R)-6,6-Difluoro-5-(2-fluoro-5-trimethylsilanylethynyl-phenyl)-5,7,7-trimethyl-2,5,6,7-tetrahydro-[1,4]oxazepin-3-ylamine). Yield: 78.0%. RXN SMILES: [F:1][C:2]1([F:21])[C:8]([CH3:10])([CH3:9])[O:7][CH2:6][C:5]([NH2:11])=[N:4][C@@:3]1([C:13]1[CH:18]=[C:17](I)[CH:16]=[CH:15][C:14]=1[F:20])[CH3:12].[C:22]([Si:24]([CH3:27])([CH3:26])[CH3:25])#[CH:23]>[Pd]>[F:1][C:2]1([F:21])[C:8]([CH3:10])([CH3:9])[O:7][CH2:6][C:5]([NH2:11])=[N:4][C@@:3]1([C:13]1[CH:18]=[C:17]([C:23]#[C:22][Si:24]([CH3:27])([CH3:26])[CH3:25])[CH:16]=[CH:15][C:14]=1[F:20])[CH3:12]. Reported procedure: In a manner analogous to that described in Example 9a), palladium-catalyzed coupling of (R)-6,6-Difluoro-5-(2-fluoro-5-iodo-phenyl)-5,7,7-trimethyl-2,5,6,7-tetrahydro-[1,4]oxazepin-3-ylamine (485 mg, 1.18 mmol) with ethynyltrimethylsilane yielded the title compound (350 mg, 78% yield) as a yellow oil. MS (ISP): m/z=383.2 [M+H]+.